Dataset: the Open Reaction Database (ORD), a public repository of structured organic reaction records. Task: describe an organic reaction: reactants, conditions, products, and yield Starting materials: COC(=O)c1cc(Br)cn(-c2ccccc2)c1=O, Cl, [Na+], C1COCCO1, [OH-], O. The product is O=C(O)c1cc(Br)cn(-c2ccccc2)c1=O. As a reaction SMILES: [Br:1][c:2]1[cH:3][c:4]([C:15](=[O:16])[O:17][CH3:18])[c:5](=[O:14])[n:6](-[c:8]2[cH:9][cH:10][cH:11][cH:12][cH:13]2)[cH:7]1.[ClH:21].[Na+:20].[O:22]1[CH2:23][CH2:24][O:25][CH2:26][CH2:27]1.[OH-:19].[OH2:28]>>[Br:1][c:2]1[cH:3][c:4]([C:15](=[O:16])[OH:17])[c:5](=[O:14])[n:6](-[c:8]2[cH:9][cH:10][cH:11][cH:12][cH:13]2)[cH:7]1. Starting materials: NCC1=C(C=C(C=C1)O)OC (4-aminomethyl-3-methoxy-phenol), BrCCC (bromopropane), CC1([C@@H]2[C@H]1CC1=C(SC(=C21)C)C(=O)O)C ((1aS,5aR)-1,1,2-trimethyl-1,1a,5,5a-tetrahydro-3-thia-cyclopropa[a]pentalene-4-carboxylic acid). The product is COC1=C(CNC(=O)C2=C3C[C@@H]4[C@H](C3=C(S2)C)C4(C)C)C=CC(=C1)OCCC ((1aS,5aR)-1,1,2-Trimethyl-1,1a,5,5a-tetrahydro-3-thia-cyclopropa[a]pentalene-4-carboxylic acid 2-methoxy-4-propoxy-benzylamide). RXN SMILES: [NH2:1][CH2:2][C:3]1[CH:8]=[CH:7][C:6]([OH:9])=[CH:5][C:4]=1[O:10][CH3:11].Br[CH2:13][CH2:14][CH3:15].[CH3:16][C:17]1([CH3:30])[C@@H:19]2[CH2:20][C:21]3[C:25]([C@H:18]12)=[C:24]([CH3:26])[S:23][C:22]=3[C:27]([OH:29])=O>>[CH3:11][O:10][C:4]1[CH:5]=[C:6]([O:9][CH2:13][CH2:14][CH3:15])[CH:7]=[CH:8][C:3]=1[CH2:2][NH:1][C:27]([C:22]1[S:23][C:24]([CH3:26])=[C:25]2[C:21]=1[CH2:20][C@H:19]1[C:17]([CH3:16])([CH3:30])[C@H:18]12)=[O:29]. Procedure: (1aS,5aR)-1,1,2-Trimethyl-1,1a,5,5a-tetrahydro-3-thia-cyclopropa[a]pentalene-4-carboxylic acid 2-methoxy-4-propoxy-benzylamide is prepared starting from 4-aminomethyl-3-methoxy-phenol, bromopropane and (1aS,5aR)-1,1,2-trimethyl-1,1a,5,5a-tetrahydro-3-thia-cyclopropa[a]pentalene-4-carboxylic acid in analogy to the procedures given in Example 36. LC-MS: tR=1.13 min, [M+1]+=400.19. Procedure: The above-obtained 3′,5′-bis-O-(tert-butyldimethylsilyl)-2-N-carbamoyldeoxyguanosine (1.23 g, 2.29 mmol) was azeotroped with anhydrous pyridine three times and then dissolved in anhydrous pyridine (23 mL). To the resulting solution, diisopropylethylamine (797 μL, 4.58 mmol) and then diphenylcarbamoyl chloride (689 mg, 2.98 mmol) were added, and the mixture was stirred at room temperature for 0.5 hours. Then, the reaction was terminated by adding sodium bicarbonate water (5 ml) thereto. The react... The yield is 91.0%. The solvent is N1=CC=CC=C1 (pyridine), N1=CC=CC=C1 (pyridine). RXN SMILES: [Si:1]([O:8][C@@H:9]1[C@@H:13]([CH2:14][O:15][Si:16]([C:19]([CH3:22])([CH3:21])[CH3:20])([CH3:18])[CH3:17])[O:12][C@@H:11]([N:23]2[C:36]3[N:35]=[C:30]([NH:31][C:32](=[O:34])[NH2:33])[NH:29][C:27](=[O:28])[C:26]=3[N:25]=[CH:24]2)[CH2:10]1)([C:4]([CH3:7])([CH3:6])[CH3:5])([CH3:3])[CH3:2].C(N(C(C)C)CC)(C)C.[C:46]1([N:52]([C:56]2[CH:61]=[CH:60][CH:59]=[CH:58][CH:57]=2)[C:53](Cl)=[O:54])[CH:51]=[CH:50][CH:49]=[CH:48][CH:47]=1>N1C=CC=CC=1>[Si:1]([O:8][C@@H:9]1[C@@H:13]([CH2:14][O:15][Si:16]([C:19]([CH3:20])([CH3:21])[CH3:22])([CH3:17])[CH3:18])[O:12][C@@H:11]([N:23]2[C:36]3[N:35]=[C:30]([NH:31][C:32](=[O:34])[NH2:33])[N:29]=[C:27]([O:28][C:53](=[O:54])[N:52]([C:56]4[CH:57]=[CH:58][CH:59]=[CH:60][CH:61]=4)[C:46]4[CH:51]=[CH:50][CH:49]=[CH:48][CH:47]=4)[C:26]=3[N:25]=[CH:24]2)[CH2:10]1)([C:4]([CH3:6])([CH3:7])[CH3:5])([CH3:3])[CH3:2]. Reaction conditions: time 0.5 hour. The product is [Si](C)(C)(C(C)(C)C)O[C@H]1C[C@@H](O[C@@H]1CO[Si](C)(C)C(C)(C)C)N1C=NC=2C(OC(N(C3=CC=CC=C3)C3=CC=CC=C3)=O)=NC(NC(N)=O)=NC12 (3′,5′-bis-O-(tert-butyldimethylsilyl)-2-N-carbamoyl-6-O-diphenylcarbamoyldeoxyguanosine). Starting materials: C(C)(C)N(CC)C(C)C (diisopropylethylamine), C1(=CC=CC=C1)N(C(=O)Cl)C1=CC=CC=C1 (diphenylcarbamoyl chloride), [Si](C)(C)(C(C)(C)C)O[C@H]1C[C@@H](O[C@@H]1CO[Si](C)(C)C(C)(C)C)N1C=NC=2C(=O)NC(NC(N)=O)=NC12 (3′,5′-bis-O-(tert-butyldimethylsilyl)-2-N-carbamoyldeoxyguanosine). Reactants: COc1ccc(N2C(=O)C(C)(C)C2c2ccccc2)cc1, CC#N, O. Yields the product CC1(C)C(=O)NC1c1ccccc1. As a reaction SMILES: [CH3:1][O:2][c:3]1[cH:4][cH:5][c:6]([N:9]2[C:10](=[O:21])[C:11]([CH3:19])([CH3:20])[CH:12]2[c:13]2[cH:14][cH:15][cH:16][cH:17][cH:18]2)[cH:7][cH:8]1.[CH3:22][C:23]#[N:24].[OH2:25]>>[NH:9]1[C:10](=[O:21])[C:11]([CH3:19])([CH3:20])[CH:12]1[c:13]1[cH:14][cH:15][cH:16][cH:17][cH:18]1. Reactants: C(=O)C=1C=NC=CC1C=1C=C(C#N)C=CC1 (3-(3-formyl-pyridin-4-yl)-benzonitrile), COC1=CC=C(C=C1)[Mg]Br (4-methoxyphenylmagnesium bromide). Run in C1CCOC1 (THF), C1CCOC1 (THF). Product: OC(C=1C=NC=CC1C=1C=C(C#N)C=CC1)C1=CC=C(C=C1)OC (3-{3-[hydroxy-(4-methoxy-phenyl)-methyl]-pyridin-4-yl}-benzonitrile). As a reaction SMILES: [CH:1]([C:3]1[CH:4]=[N:5][CH:6]=[CH:7][C:8]=1[C:9]1[CH:10]=[C:11]([CH:14]=[CH:15][CH:16]=1)[C:12]#[N:13])=[O:2].[CH3:17][O:18][C:19]1[CH:24]=[CH:23][C:22]([Mg]Br)=[CH:21][CH:20]=1>C1COCC1>[OH:2][CH:1]([C:22]1[CH:23]=[CH:24][C:19]([O:18][CH3:17])=[CH:20][CH:21]=1)[C:3]1[CH:4]=[N:5][CH:6]=[CH:7][C:8]=1[C:9]1[CH:10]=[C:11]([CH:14]=[CH:15][CH:16]=1)[C:12]#[N:13]. Procedure details: To the solution of 3-(3-formyl-pyridin-4-yl)-benzonitrile (30 mg, 0.15 mmol) in THF (1.5 mL) at −78° C. was added 0.5 M 4-methoxyphenylmagnesium bromide in THF (0.6 mL). The reaction mixture was quenched with ammonium chloride and extracted with ethyl acetate. The organic layer was dried over sodium sulfate, concentrated, and the residue purified by flash chromatography eluted with 5% methanol in dichloromethane to yield 3-{3-[hydroxy-(4-methoxy-phenyl)-methyl]-pyridin-4-yl}-benzonitrile as whit... The reactants are C(C)(C)(C)OC(=O)NC([C@@H](C=1OC(=NN1)C1=CC=C(C=C1)OC(F)(F)F)OC(C)=O)CC (Acetic acid (S)-2-tert-butoxycarbonylamino-1-[5-(4-trifluoromethoxy-phenyl)-1,3,4-oxadiazol-2-yl]-butyl ester), O.[OH-].[Li+] (Lithium hydroxide hydrate). As a reaction SMILES: [C:1]([O:5][C:6]([NH:8][CH:9]([CH2:31][CH3:32])[C@H:10]([O:27]C(=O)C)[C:11]1[O:12][C:13]([C:16]2[CH:21]=[CH:20][C:19]([O:22][C:23]([F:26])([F:25])[F:24])=[CH:18][CH:17]=2)=[N:14][N:15]=1)=[O:7])([CH3:4])([CH3:3])[CH3:2].O.[OH-].[Li+]>C1COCC1.O>[C:1]([O:5][C:6](=[O:7])[NH:8][C@H:9]([CH:10]([OH:27])[C:11]1[O:12][C:13]([C:16]2[CH:17]=[CH:18][C:19]([O:22][C:23]([F:25])([F:24])[F:26])=[CH:20][CH:21]=2)=[N:14][N:15]=1)[CH2:31][CH3:32])([CH3:2])([CH3:3])[CH3:4] |f:1.2.3|. Reaction conditions: time 2 hour. Procedure: Acetic acid (S)-2-tert-butoxycarbonylamino-1-[5-(4-trifluoromethoxy-phenyl)-1,3,4-oxadiazol-2-yl]-butyl ester (0.61 mmol, 0.28 g) is dissolved in a mixture of THF (10 mL) and water (10 mL). Lithium hydroxide hydrate (1.22 mmol, 0.051 g) is added and the reaction mixture stirred for 2 h. The solvents are evaporated under reduced pressure and the residue transferred into a separating funnel with 300 mL ethyl acetate and 50 mL water. The phases are separated and the organic phase washed with brine ... The yield is 88.4%. Yields the product C(C)(C)(C)OC(N[C@@H](CC)C(C=1OC(=NN1)C1=CC=C(C=C1)OC(F)(F)F)O)=O (((S)-1-{hydroxy-[5-(4-trifluoromethoxy-phenyl)-1,3,4-oxadiazol-2-yl]-methyl}-propyl)-carbamic acid tert-butyl ester). Solvent: C1CCOC1 (THF), O (water). The reactants are FB(F)F, C=C(C)C, O=P(O)(O)O, Sc1ccccc1. The product is CC(C)(C)c1ccc(S)cc1. As a reaction SMILES: [B:13]([F:14])([F:15])[F:16].[CH3:17][C:18]([CH3:19])=[CH2:20].[P:8](=[O:9])([OH:10])([OH:11])[OH:12].[SH:1][c:2]1[cH:3][cH:4][cH:5][cH:6][cH:7]1>>[SH:1][c:2]1[cH:3][cH:4][c:5]([C:18]([CH3:17])([CH3:19])[CH3:20])[cH:6][cH:7]1. The reactants are C(O)([O-])=O.[Na+] (sodium hydrogencarbonate), C(C1=CC=CC=C1)N1C(=O)C2C(CC(CC2)=O)C1=O (N-benzyl-4-oxocyclohexane-1,2-dicarboximide), S(O)(O)(=O)=O (sulfuric acid), C1(=CC=CC=C1)NN (phenylhydrazine). Run in O (water), C(C)(=O)OCC (ethyl acetate), C(C)O (ethanol). The product is C(C1=CC=CC=C1)N1C(=O)C2CCC=3NC4=CC=CC=C4C3C2C1=O (N-benzyl-1,2,3,4-tetrahydrocarbazole-3,4-dicarboximide). Isolated yield 29.0%. RXN SMILES: [CH2:1]([N:8]1[C:18](=[O:19])[CH:12]2[CH2:13][C:14](=O)[CH2:15][CH2:16][CH:11]2[C:9]1=[O:10])[C:2]1[CH:7]=[CH:6][CH:5]=[CH:4][CH:3]=1.S(=O)(=O)(O)O.[C:25]1([NH:31]N)[CH:30]=[CH:29][CH:28]=[CH:27][CH:26]=1.C(=O)([O-])O.[Na+]>O.C(OCC)(=O)C.C(O)C>[CH2:1]([N:8]1[C:18](=[O:19])[CH:12]2[CH:11]([CH2:16][CH2:15][C:14]3[NH:31][C:25]4[C:30]([C:13]=32)=[CH:29][CH:28]=[CH:27][CH:26]=4)[C:9]1=[O:10])[C:2]1[CH:7]=[CH:6][CH:5]=[CH:4][CH:3]=1 |f:3.4|. Procedure: To 7 ml of anhydrous ethanol were added 510 mg of N-benzyl-4-oxocyclohexane-1,2-dicarboximide, 490 mg of concentrated sulfuric acid and 220 mg of phenylhydrazine. The mixture was refluxed for 2 hours and then cooled to room temperature. Thereto were added 30 ml of ethyl acetate and 20 ml of water. The resulting mixture was adjusted to pH 7.5 with an aqueous saturated sodium hydrogencarbonate solution. The organic layer was separated, washed with an aqueous saturated sodium chloride solution, and... The reactants are N#CCc1cccc(Br)c1, CC(C)=O, O. Product: CC1(C)NC(=O)Cc2cc(Br)ccc21. As a reaction SMILES: [Br:1][c:2]1[cH:3][c:4]([CH2:8][C:9]#[N:10])[cH:5][cH:6][cH:7]1.[CH3:11][C:12]([CH3:13])=[O:14].[OH2:15]>>[Br:1][c:2]1[cH:3][c:4]2[c:5]([cH:6][cH:7]1)[C:12]([CH3:11])([CH3:13])[NH:10][C:9](=[O:15])[CH2:8]2.